Dataset: the Open Reaction Database (ORD), a public repository of structured organic reaction records. Task: describe an organic reaction: reactants, conditions, products, and yield Starting materials: CO (methanol), C([O-])(O)=O.[Na+] (sodium bicarbonate), C(C)(=O)C1=CC(=CC=2C(COC21)(C)C)Br (7-acetyl-5-bromo-3,3-dimethyl-2,3-dihydro-benzofuran), C(C)(=O)C1=CC(=CC=2C(COC21)(C)C)Br (7-acetyl-5-bromo-3,3-dimethyl-2,3-dihydro-benzofuran), C(C)[SiH](CC)CC (triethyl silane). Run in O (water), FC(C(=O)O)(F)F (trifluoroacetic acid). Reaction conditions: temperature 55 celsius. Product: BrC=1C=C(C2=C(C(CO2)(C)C)C1)CC (5-Bromo-3.3-dimethyl-7-ethyl-2.3-dihydro-benzofuran). The yield is 86.2%. RXN SMILES: [C:1]([C:4]1[C:12]2[O:11][CH2:10][C:9]([CH3:14])([CH3:13])[C:8]=2[CH:7]=[C:6]([Br:15])[CH:5]=1)(=O)[CH3:2].C([SiH](CC)CC)C.CO.C(=O)(O)[O-].[Na+]>FC(F)(F)C(O)=O.O>[Br:15][C:6]1[CH:5]=[C:4]([CH2:1][CH3:2])[C:12]2[O:11][CH2:10][C:9]([CH3:13])([CH3:14])[C:8]=2[CH:7]=1 |f:3.4|. Reported procedure: A solution of 7-acetyl-5-bromo-3,3-dimethyl-2,3-dihydro-benzofuran (Intermediate 13, 0.125 g, 0.5 mmol) in 3 mL of trifluoroacetic acid was treated with triethyl silane (0.9 mL, 11.3 mmol) and the resulting clear, colorless solution was heated at 55° C. for 2 h. The reaction mixture was cooled, treated with 6 mL each of methanol and water, neutralized cautiously with saturated sodium bicarbonate solution and extracted with hexanes. The organic extract was dried over anhydrous sodium sulfate, fil...